From a dataset of the Open Reaction Database (ORD), a public repository of structured organic reaction records. describe an organic reaction: reactants, conditions, products, and yield Reactants: C(C)(=O)OCC (ethyl acetate), ClC=1C=C(C=CC1[N+](=O)[O-])C(C)=O (3'-chloro-4'-nitroacetophenone), FC(C1=C([S-])C=CC=C1)(F)F.[Li+] (lithium 2-(trifluoromethyl)thiophenoxide), CCOCC (ether). The solvent is O (water), C1(=CC=CC=C1)C (toluene). Conditions: time 2 hour. Yields the product [N+](=O)([O-])C1=C(C=C(C=C1)C(C)=O)SC1=C(C=CC=C1)C(F)(F)F (4'-nitro-3'-[2-(trifluoromethyl)phenylthio]acetophenone). RXN SMILES: Cl[C:2]1[CH:3]=[C:4]([C:11](=[O:13])[CH3:12])[CH:5]=[CH:6][C:7]=1[N+:8]([O-:10])=[O:9].[F:14][C:15]([F:24])([F:23])[C:16]1[CH:22]=[CH:21][CH:20]=[CH:19][C:17]=1[S-:18].[Li+].CCOCC.C(OCC)(=O)C>C1(C)C=CC=CC=1.O>[N+:8]([C:7]1[CH:6]=[CH:5][C:4]([C:11](=[O:13])[CH3:12])=[CH:3][C:2]=1[S:18][C:17]1[CH:19]=[CH:20][CH:21]=[CH:22][C:16]=1[C:15]([F:14])([F:23])[F:24])([O-:10])=[O:9] |f:1.2|. Reported procedure: A solution of 3'-chloro-4'-nitroacetophenone (2.7 g) in toluene (50 ml) was added to a stirred solution of lithium 2-(trifluoromethyl)thiophenoxide [4.4 g; Aust. J. Chem. 32 2313 (1979)]in ether (142 ml) at 0° C. The mixture was stirred at room temperature for 2 hours and refluxed for 20 minutes. The resulting mixtures were added ethyl acetate and water, and the organic layer was washed with water, dried and evaporated. The oily residue was purified by column chromatography on silica gel (70 g) ... Procedure details: By Mitsunobu etherification of 4-(5-octyloxypyrimidin-2-yl)phenol using benzo[1,3]dioxol-5-ylmethanol analogously to Example 208. Yields the product O1COC2=C1C=CC(=C2)COC2=CC=C(C=C2)C2=NC=C(C=N2)OCCCCCCCC (2-[4-(Benzo[1,3]dioxol-5-ylmethoxy)phenyl]-5-octyloxypyrimidine). The reactants are C(CCCCCCC)OC=1C=NC(=NC1)C1=CC=C(C=C1)O (4-(5-octyloxypyrimidin-2-yl)phenol), O1COC2=C1C=CC(=C2)CO (benzo[1,3]dioxol-5-ylmethanol). RXN SMILES: [CH2:1]([O:9][C:10]1[CH:11]=[N:12][C:13]([C:16]2[CH:21]=[CH:20][C:19]([OH:22])=[CH:18][CH:17]=2)=[N:14][CH:15]=1)[CH2:2][CH2:3][CH2:4][CH2:5][CH2:6][CH2:7][CH3:8].[O:23]1[C:27]2[CH:28]=[CH:29][C:30]([CH2:32]O)=[CH:31][C:26]=2[O:25][CH2:24]1>>[O:23]1[C:27]2[CH:28]=[CH:29][C:30]([CH2:32][O:22][C:19]3[CH:18]=[CH:17][C:16]([C:13]4[N:12]=[CH:11][C:10]([O:9][CH2:1][CH2:2][CH2:3][CH2:4][CH2:5][CH2:6][CH2:7][CH3:8])=[CH:15][N:14]=4)=[CH:21][CH:20]=3)=[CH:31][C:26]=2[O:25][CH2:24]1. Reactants: ClC=1C(=CC(=NC1)C(=O)O)OCC(F)(F)F (5-Chloro-4-(2,2,2-trifluoro-ethoxy)-pyridine-2-carboxylic acid), CC(C(C=1SC=CN1)N)(C)C (2,2-Dimethyl-1-thiazol-2-yl-propylamine). Yields the product CC(C(C=1SC=CN1)NC(=O)C1=NC=C(C(=C1)OCC(F)(F)F)Cl)(C)C (5-Chloro-4-(2,2,2-trifluoro-ethoxy)-pyridine-2-carboxylic acid (2,2-dimethyl-1-thiazol-2-yl-propyl)-amide). As a reaction SMILES: [Cl:1][C:2]1[C:3]([O:11][CH2:12][C:13]([F:16])([F:15])[F:14])=[CH:4][C:5]([C:8]([OH:10])=O)=[N:6][CH:7]=1.[CH3:17][C:18]([CH3:27])([CH3:26])[CH:19]([NH2:25])[C:20]1[S:21][CH:22]=[CH:23][N:24]=1>>[CH3:17][C:18]([CH3:27])([CH3:26])[CH:19]([NH:25][C:8]([C:5]1[CH:4]=[C:3]([O:11][CH2:12][C:13]([F:16])([F:15])[F:14])[C:2]([Cl:1])=[CH:7][N:6]=1)=[O:10])[C:20]1[S:21][CH:22]=[CH:23][N:24]=1. Procedure: The title compound was synthesized in analogy to Example 24d, using 5-Chloro-4-(2,2,2-trifluoro-ethoxy)-pyridine-2-carboxylic acid (Example 24c) and 2,2-Dimethyl-1-thiazol-2-yl-propylamine (CAN 1247122-26-4) as starting materials and isolated (72 mg, 51%) as white solid; MS (ESI, m/z): 408.3 (M+H+). Reactants: C(#N)CC(=O)NCC1=NC=CC=C1 (2-cyano-N-(2-pyridylmethyl)acetamide). The solvent is P(=O)(Cl)(Cl)Cl (phosphorous oxychloride). The product is desired product, C(#N)CC1=NC=C2N1C=CC=C2 (3-cyanomethyl imidazo[1,5-a]pyridine). Reaction SMILES: [C:1]([CH2:3][C:4]([NH:6][CH2:7][C:8]1[CH:13]=[CH:12][CH:11]=[CH:10][N:9]=1)=O)#[N:2]>P(Cl)(Cl)(Cl)=O>[C:1]([CH2:3][C:4]1[N:9]2[CH:10]=[CH:11][CH:12]=[CH:13][C:8]2=[CH:7][N:6]=1)#[N:2]. Procedure details: Heat under reflux for 0.5 hours a mixture of 9 gm (0.06 mol) 2-cyano-N-(2-pyridylmethyl)acetamide and 100 ml phosphorous oxychloride. Cool the reaction mixture to room temperature and remove the phosphorus oxychloride under reduced pressure. Partition the residue between chloroform and a solution of sodium bicarbonate. Separate the chloroform layer and dry over anhydrous potassium carbonate. Filter and remove the chloroform under reduced pressure. Chromatograph the resulting residue on silica ge... Reactants: COC(=O)NC=1C=C(OCC(=O)OC)C=CC1 (methyl [3-[(methoxycarbonyl)amino]phenoxy]acetate), BrCC=1OC(=C(N1)C1=CC=CC=C1)C1=CC=CC=C1 (2-bromomethyl-4,5-diphenyl-oxazole). Solvent: [NH4+].[Cl-] (NH4Cl), CCOCC (Et2O), C1CCOC1 (THF), C1CCOC1 (THF). Conditions: time 30 minute. Yields the product C1(=CC=CC=C1)C=1N=C(OC1C1=CC=CC=C1)CN(C=1C=C(OCC(=O)OC)C=CC1)C(=O)OC (methyl [3-[[(4,5-diphenyl-2-oxazolyl)methyl](methoxycarbonyl) amino]phenoxy]acetate). Yield: 50.1%. As a reaction SMILES: [CH3:1][O:2][C:3]([NH:5][C:6]1[CH:7]=[C:8]([CH:15]=[CH:16][CH:17]=1)[O:9][CH2:10][C:11]([O:13][CH3:14])=[O:12])=[O:4].Br[CH2:19][C:20]1[O:21][C:22]([C:31]2[CH:36]=[CH:35][CH:34]=[CH:33][CH:32]=2)=[C:23]([C:25]2[CH:30]=[CH:29][CH:28]=[CH:27][CH:26]=2)[N:24]=1>C1COCC1.[NH4+].[Cl-].CCOCC>[C:25]1([C:23]2[N:24]=[C:20]([CH2:19][N:5]([C:3]([O:2][CH3:1])=[O:4])[C:6]3[CH:7]=[C:8]([CH:15]=[CH:16][CH:17]=3)[O:9][CH2:10][C:11]([O:13][CH3:14])=[O:12])[O:21][C:22]=2[C:31]2[CH:32]=[CH:33][CH:34]=[CH:35][CH:36]=2)[CH:30]=[CH:29][CH:28]=[CH:27][CH:26]=1 |f:3.4|. Reported procedure: NaH (0.34 g of a 50% dispersion in mineral oil, 3.5 mmol) was washed twice with hexanes and covered with dry THF (10 mL). A solution of methyl [3-[(methoxycarbonyl)amino]phenoxy]acetate (0.75 g, 3 mmol) in dry THF (10 mL) was added and the mixture stirred at room temperature. After about 30 minutes, a solution of 2-bromomethyl-4,5-diphenyl-oxazole (0.99 g, 3 mmol) in THF (7 mL) was added and the mixture stirred overnight at room temperature. The mixture was diluted with saturated NH4Cl solution ... Starting materials: COC12C3C(NC(C3C(C=C1)CC2)=O)=O (1-methoxy-4azatricyclo[5.2.2.02,6 ]undec-8-ene-3,5-dione), [H-].[H-].[H-].[H-].[Li+].[Al+3] (LiAlH4), O (water), [OH-].[K+] (KOH), O (water). Run in O1CCCC1 (tetrahydrofuran), O1CCCC1 (tetrahydrofuran). Reaction SMILES: [CH3:1][O:2][C:3]12[CH2:13][CH2:12][CH:9]([CH:10]=[CH:11]1)[CH:8]1[CH:4]2[C:5](=O)[NH:6][C:7]1=O.[H-].[H-].[H-].[H-].[Li+].[Al+3].O.[OH-].[K+]>O1CCCC1>[CH3:1][O:2][C:3]12[CH2:13][CH2:12][CH:9]([CH:10]=[CH:11]1)[CH:8]1[CH:4]2[CH2:5][NH:6][CH2:7]1 |f:1.2.3.4.5.6,8.9|. Procedure: 20.5 g (0.1 mol) of 1-methoxy-4azatricyclo[5.2.2.02,6 ]undec-8-ene-3,5-dione in 100 ml of absolute tetrahydrofuran are added dropwise to 6 g of LiAlH4 in 200 ml of absolute tetrahydrofuran and the mixture is stirred under reflux overnight. 6 ml each of water, 15% strength KOH solution and water again are added, the inorganic salts are filtered off with suction and boiled out twice with tetrahydrofuran, the filtrates are concentrated and the residue is distilled. The product is COC12C3CNCC3C(C=C1)CC2 (1-Methoxy-4-azatricyclo[5.2.2.02,6 ]undec-8-ene). The reactants are C[C@@H](C1=C(C=NC=N1)F)[C@](CN2C=NC=N2)(C=3C=CC(=CC3F)F)O.[C@@]12(C(=O)CC(CC1)C2(C)C)CS(=O)(=O)[O-] (Voriconazole (1R)-(−)-10-camphorsulfonate), C([O-])(O)=O.[Na+] (sodium bicarbonate). Run in C(C)(=O)OCC (ethyl acetate). Reaction conditions: time 10 minute. Yields the product C[C@@H](C1=C(C=NC=N1)F)[C@](CN2C=NC=N2)(C=3C=CC(=CC3F)F)O (Voriconazole). Isolated yield 91.2%. Reaction SMILES: [CH3:1][C@H:2]([C@@:10]([OH:25])([C:17]1[CH:18]=[CH:19][C:20]([F:24])=[CH:21][C:22]=1[F:23])[CH2:11][N:12]1[N:16]=[CH:15][N:14]=[CH:13]1)[C:3]1[N:8]=[CH:7][N:6]=[CH:5][C:4]=1[F:9].[C@@]12(CS([O-])(=O)=O)C(C)(C)C(CC1)CC2=O.C(=O)(O)[O-].[Na+]>C(OCC)(=O)C>[CH3:1][C@H:2]([C@@:10]([OH:25])([C:17]1[CH:18]=[CH:19][C:20]([F:24])=[CH:21][C:22]=1[F:23])[CH2:11][N:12]1[N:16]=[CH:15][N:14]=[CH:13]1)[C:3]1[N:8]=[CH:7][N:6]=[CH:5][C:4]=1[F:9] |f:0.1,2.3|. Reported procedure: Voriconazole (1R)-(−)-10-camphorsulfonate (6 g, 10.3 mmol) was suspended in ethyl acetate (18 ml) and treated slowly with aqueous saturated solution of sodium bicarbonate (14.4 ml). The mixture was stirred for 10 minutes and allowed to settle. The organic phase was separated and the aqueous phase was re-extracted with ethyl acetate (13.5 ml). The combined organic phases were washed with deionised water (1.8 ml), filtered through paper and concentrated under reduced pressure to give a white solid... Starting materials: C(C)(=O)C=1C=C(C(=NC1C)OC)NC(OC1=CC=CC=C1)=S (Phenyl N-(5-acetyl-2-methoxy-6-methylpyridin-3-yl)thiocarbamate), CC=1C=C(C=C(C1)C)N1CCNCC1 (1-(3,5-dimethylphenyl)piperazine). Yields the product C(C)(=O)C=1C=C(C(=NC1C)OC)NC(=S)N1CCN(CC1)C1=CC(=CC(=C1)C)C (1-[(5-Acetyl-2-methoxy-6-methylpyridin-3-yl)aminothiocarbonyl]-4-(3,5-dimethylphenyl)piperazine). Isolated yield 75.0%. As a reaction SMILES: [C:1]([C:4]1[CH:5]=[C:6]([NH:13][C:14](=[S:22])OC2C=CC=CC=2)[C:7]([O:11][CH3:12])=[N:8][C:9]=1[CH3:10])(=[O:3])[CH3:2].[CH3:23][C:24]1[CH:25]=[C:26]([N:31]2[CH2:36][CH2:35][NH:34][CH2:33][CH2:32]2)[CH:27]=[C:28]([CH3:30])[CH:29]=1>>[C:1]([C:4]1[CH:5]=[C:6]([NH:13][C:14]([N:34]2[CH2:35][CH2:36][N:31]([C:26]3[CH:27]=[C:28]([CH3:30])[CH:29]=[C:24]([CH3:23])[CH:25]=3)[CH2:32][CH2:33]2)=[S:22])[C:7]([O:11][CH3:12])=[N:8][C:9]=1[CH3:10])(=[O:3])[CH3:2]. Reported procedure: Phenyl N-(5-acetyl-2-methoxy-6-methylpyridin-3-yl)thiocarbamate and 1-(3,5-dimethylphenyl)piperazine were reacted by the same way with the example 22 to obtain the titled compound.